Dataset: the Open Reaction Database (ORD), a public repository of structured organic reaction records. Task: describe an organic reaction: reactants, conditions, products, and yield Reactants: O=C=NC12CC3CC(CC(C3)C1)C2, CN(C)C=O, CCOC(C)=O, Nc1ccc(Cl)c(S(N)(=O)=O)c1O. Product: NS(=O)(=O)c1c(Cl)ccc(NC(=O)NC23CC4CC(CC(C4)C2)C3)c1O. RXN SMILES: [C:14]12([N:24]=[C:25]=[O:26])[CH2:15][CH:16]3[CH2:17][CH:18]([CH2:19][CH:20]([CH2:21]1)[CH2:22]3)[CH2:23]2.[CH3:27][N:28]([CH3:29])[CH:30]=[O:31].[CH3:32][CH2:33][O:34][C:35](=[O:36])[CH3:37].[NH2:1][c:2]1[c:3]([OH:13])[c:4]([S:9](=[O:10])(=[O:11])[NH2:12])[c:5]([Cl:8])[cH:6][cH:7]1>>[NH:1]([c:2]1[c:3]([OH:13])[c:4]([S:9](=[O:10])(=[O:11])[NH2:12])[c:5]([Cl:8])[cH:6][cH:7]1)[C:25]([NH:24][C:14]12[CH2:15][CH:16]3[CH2:17][CH:18]([CH2:19][CH:20]([CH2:21]1)[CH2:22]3)[CH2:23]2)=[O:26]. Reactants: C1(=CC=CC=C1)C(CO)C (2-phenyl-1-propanol), C(C)(C)(C)OC(CBr)=O (t-butylbromoacetate), [OH-].[Na+] (sodium hydroxide). The reagents and catalysts are [Br-].C(CCC)[N+](CCCC)(CCCC)CCCC (tetrabutylammoniumbromide). Solvent: C1(=CC=CC=C1)C (toluene). The product is C1(=CC=CC=C1)C(COCC(=O)O)C (2-(2-Phenyl-1-propoxy)acetic acid). Isolated yield 77.1%. RXN SMILES: [C:1]1([CH:7]([CH3:10])[CH2:8][OH:9])[CH:6]=[CH:5][CH:4]=[CH:3][CH:2]=1.C([O:15][C:16](=[O:19])[CH2:17]Br)(C)(C)C.[OH-].[Na+]>[Br-].C([N+](CCCC)(CCCC)CCCC)CCC.C1(C)C=CC=CC=1>[C:1]1([CH:7]([CH3:10])[CH2:8][O:9][CH2:17][C:16]([OH:19])=[O:15])[CH:6]=[CH:5][CH:4]=[CH:3][CH:2]=1 |f:2.3,4.5|. Procedure details: The subtitle compound (14.95 g) was prepared according to the procedure in example 6 part a using 2-phenyl-1-propanol (13.6 g), t-butylbromoacetate (19.5 g), tetrabutylammoniumbromide (3.2 g), toluene (70 ml), 50% aqueous sodium hydroxide (25 ml).